Dataset: the Open Reaction Database (ORD), a public repository of structured organic reaction records. Task: describe an organic reaction: reactants, conditions, products, and yield Starting materials: Cl.CN1C(=C(C(C=C1C)=O)OCC1=CC=CC=C1)COC (1,6-dimethyl-2-methoxymethyl-3-benyloxy-pyridin-4(1H)-one hydrochloride), COC(C)C=1OC(=CC(C1OCC1=CC=CC=C1)=O)C (2-(1-methoxyethyl)-3-benzyloxy-6-methyl-pyran-4(1H)-one). Yields the product Cl.CN1C(=C(C(C=C1C)=O)OCC1=CC=CC=C1)C(C)OC (1,6-Dimethyl-2-(1-methoxyethyl)-3-benzyloxy-pyridin-4(1H)-one hydrochloride), product. Isolated yield 62.8%. As a reaction SMILES: [ClH:1].[CH3:2][N:3]1[C:8]([CH3:9])=[CH:7][C:6](=[O:10])[C:5]([O:11][CH2:12][C:13]2[CH:18]=[CH:17][CH:16]=[CH:15][CH:14]=2)=[C:4]1[CH2:19][O:20][CH3:21].[CH3:22]OC(C1OC(C)=CC(=O)C=1OCC1C=CC=CC=1)C>>[ClH:1].[CH3:2][N:3]1[C:8]([CH3:9])=[CH:7][C:6](=[O:10])[C:5]([O:11][CH2:12][C:13]2[CH:18]=[CH:17][CH:16]=[CH:15][CH:14]=2)=[C:4]1[CH:19]([O:20][CH3:21])[CH3:22] |f:0.1,3.4|. Procedure details: The title compound was prepared by the method outlined for 1,6-dimethyl-2-methoxymethyl-3-benyloxy-pyridin-4(1H)-one hydrochloride, using 3.56 g (13 mmol, 1 eq.) of 2-(1-methoxyethyl)-3-benzyloxy-6-methyl-pyran-4(1H)-one to yield the pure product 2.64 g (62.8%) after recrystallisation from methanol/diethyl ether, as a white crystalline solid m.p 17-19° C. Reactants: C(O)([O-])=O.[Na+] (sodium hydrogen carbonate), acid, C(C)(C)(C)OC(N(C)[C@H](CC1=CC2=CC=CC=C2C=C1)C(N(C)CCC1=C(C=CC=C1)OCCO)=O)=O (N-((1 R)-1-(N-(2-(2-(2-hydroxyethoxy)phenyl)ethyl)-N-methylcarbamoyl)-2-(2-naphthyl)ethyl)-N-methylcarbamic acid tert-butyl ester), C(O)([O-])=O.[Na+] (sodium hydrogen carbonate), O (Water). The solvent is ClCCl (Dichloromethane), ClCCl (dichloromethane). Run at temperature 0 celsius, time 3 hour. Yields the product OCCOC1=C(C=CC=C1)CCN(C([C@@H](CC1=CC2=CC=CC=C2C=C1)NC)=O)C ((2R)-N-(2-(2-(2-hydroxyethoxy)phenyl)ethyl)-N-methyl-2-(methylamino)-3-(2-naphthyl)propionamide). Yield: 92.1%. Reaction SMILES: C(O[C:6](=O)[N:7]([C@@H:9]([C:21](=[O:36])[N:22]([CH2:24][CH2:25][C:26]1[CH:31]=[CH:30][CH:29]=[CH:28][C:27]=1[O:32][CH2:33][CH2:34][OH:35])[CH3:23])[CH2:10][C:11]1[CH:20]=[CH:19][C:18]2[C:13](=[CH:14][CH:15]=[CH:16][CH:17]=2)[CH:12]=1)C)(C)(C)C.C(=O)([O-])O.[Na+].O>ClCCl>[OH:35][CH2:34][CH2:33][O:32][C:27]1[CH:28]=[CH:29][CH:30]=[CH:31][C:26]=1[CH2:25][CH2:24][N:22]([CH3:23])[C:21](=[O:36])[C@H:9]([NH:7][CH3:6])[CH2:10][C:11]1[CH:20]=[CH:19][C:18]2[C:13](=[CH:14][CH:15]=[CH:16][CH:17]=2)[CH:12]=1 |f:1.2|. Procedure: At 0° C., trfluoroacetic acid (4 ml) was added to a solution of N-((1 R)-1-(N-(2-(2-(2-hydroxyethoxy)phenyl)ethyl)-N-methylcarbamoyl)-2-(2-naphthyl)ethyl)-N-methylcarbamic acid tert-butyl ester (986 mg, 1.95 mmol) in dichloromethane (4 ml). The solution was stirred for 3 h at 0° C. Dichloromethane (50 ml) was added. A saturated solution of sodium hydrogen carbonate (30 ml) was added. Solid sodium hydrogen carbonate was added until pH 7 was obtained. Water was added until a clear solution was obt... Starting materials: Cl (HCl), C(C)OC(=O)N1C2CC(CC1CCC2)CC(=O)O ([9-(ethoxy carbonyl)-9-azabicyclo[3.3.1]-non-3-yl]-acetic acid). The product is Cl.C12CC(CC(CCC1)N2)CC(=O)O (9-Azabicyclo[3.3.1]non-3-yl acetic acid hydrochloride). The yield is 95.0%. Reaction SMILES: [ClH:1].C(OC([N:7]1[CH:12]2[CH2:13][CH2:14][CH2:15][CH:8]1[CH2:9][CH:10]([CH2:16][C:17]([OH:19])=[O:18])[CH2:11]2)=O)C>>[ClH:1].[CH:8]12[NH:7][CH:12]([CH2:13][CH2:14][CH2:15]1)[CH2:11][CH:10]([CH2:16][C:17]([OH:19])=[O:18])[CH2:9]2 |f:2.3|. Reported procedure: Concentrated HCl (36%, 73.5 ml) was added to [9-(ethoxy carbonyl)-9-azabicyclo[3.3.1]-non-3-yl]-acetic acid (4.9 g, 19.2 m mol) under stirring at room temperature. The reaction mixture was heated at 100° C. for 8 hours and progress of reaction was monitored by mass spectroscopy. After the completion of reaction, the reaction mixture was evaporated to dryness under reduced pressure and traces of water was removed by evaporating with dichloromethane (3×50 ml) the crude product was dried under high... The reactants are CCO, COC(=O)c1ccc(NC(c2oc3ccc(OCC4CC4)cc3c2C)C(C)C)cn1, [Na+], C1CCOC1, [OH-]. The product is Cc1c(C(Nc2ccc(C(=O)O)nc2)C(C)C)oc2ccc(OCC3CC3)cc12. As a reaction SMILES: [CH3:38][CH2:39][OH:40].[CH:1]1([CH2:4][O:5][c:6]2[cH:7][cH:8][c:9]3[c:10]([c:11]([CH3:29])[c:12]([CH:14]([CH:15]([CH3:16])[CH3:17])[NH:18][c:19]4[cH:20][cH:21][c:22]([C:25](=[O:26])[O:27][CH3:28])[n:23][cH:24]4)[o:13]3)[cH:30]2)[CH2:2][CH2:3]1.[Na+:37].[O:31]1[CH2:32][CH2:33][CH2:34][CH2:35]1.[OH-:36]>>[CH:1]1([CH2:4][O:5][c:6]2[cH:7][cH:8][c:9]3[c:10]([c:11]([CH3:29])[c:12]([CH:14]([CH:15]([CH3:16])[CH3:17])[NH:18][c:19]4[cH:20][cH:21][c:22]([C:25](=[O:26])[OH:27])[n:23][cH:24]4)[o:13]3)[cH:30]2)[CH2:2][CH2:3]1. Starting materials: Cl.CN(CCCN=C=NCC)C (N-(3-Dimethylaminopropyl)-N′-ethylcarbodiimide hydrochloride), Cl.C12C(C3CC(CC(C1)C3)C2)N (2-Adamantanamine hydrochloride), C(C)(C)(C)C1=C(C=NN1C1=C(C=C(C=C1)Cl)C)C(=O)O (5-tert-butyl-1-(4-chloro-2-methylphenyl)-1H-pyrazole-4-carboxylic acid), ON1N=NC2=C1C=CC=C2 (1-Hydroxybenzotriazole), C(C)N(C(C)C)C(C)C (N-Ethyldiisopropylamine). Run in CN(C)C=O (DMF), CCOCC (Et2O). Conditions: temperature 20 celsius, time 18 hour. The product is C12C(C3CC(CC(C1)C3)C2)NC(=O)C=2C=NN(C2C(C)(C)C)C2=C(C=C(C=C2)Cl)C (N-(2-adamantyl)-1-(4-chloro-2-methyl-phenyl)-5-tert-butyl-pyrazole-4-carboxamide). Isolated yield 90.1%. As a reaction SMILES: Cl.CN(C)CCCN=C=NCC.Cl.[CH:14]12[CH2:23][CH:18]3[CH2:19][CH:20]([CH2:22][CH:16]([CH2:17]3)[CH:15]1[NH2:24])[CH2:21]2.[C:25]([C:29]1[N:33]([C:34]2[CH:39]=[CH:38][C:37]([Cl:40])=[CH:36][C:35]=2[CH3:41])[N:32]=[CH:31][C:30]=1[C:42](O)=[O:43])([CH3:28])([CH3:27])[CH3:26].ON1C2C=CC=CC=2N=N1.C(N(C(C)C)C(C)C)C>CN(C=O)C.CCOCC>[CH:14]12[CH2:23][CH:18]3[CH2:19][CH:20]([CH2:22][CH:16]([CH2:17]3)[CH:15]1[NH:24][C:42]([C:30]1[CH:31]=[N:32][N:33]([C:34]3[CH:39]=[CH:38][C:37]([Cl:40])=[CH:36][C:35]=3[CH3:41])[C:29]=1[C:25]([CH3:28])([CH3:27])[CH3:26])=[O:43])[CH2:21]2 |f:0.1,2.3|. Procedure: N-(3-Dimethylaminopropyl)-N′-ethylcarbodiimide hydrochloride (Intermediate#115) (515 mg, 2.68 mmol) was added in one portion to 2-Adamantanamine hydrochloride (420 mg, 2.24 mmol), 5-tert-butyl-1-(4-chloro-2-methylphenyl)-1H-pyrazole-4-carboxylic acid (655 mg, 2.24 mmol), 1-Hydroxybenzotriazole (363 mg, 2.68 mmol) and N-Ethyldiisopropylamine (1.149 mL, 6.71 mmol) in DMF (10 mL). The resulting mixture was stirred at 20° C. for 18 hours. The reaction mixture was diluted with Et2O (100 mL), and wash... Reactants: C(C)(C)N(CC)C(C)C (diisopropylethylamine), C1(=CC=CC2=CC=CC=C12)S(=O)(=O)N1C=CC2=C(C=CC=C12)N (1-(naphthalene-1-sulfonyl)-1H-indol-4-ylamine), Cl.ClCCNCCCl (bis(2-chloroethyl)amine hydrochloride), C(C)(C)N(CC)C(C)C (diisopropylethylamine). Run in ClC1=CC=CC=C1 (chlorobenzene). Conditions: time 4 hour. The product is C1(=CC=CC2=CC=CC=C12)S(=O)(=O)N1C=CC2=C(C=CC=C12)N1CCNCC1 (1-(Naphthalene-1-sulfonyl)-4-piperazin-1-yl-1H-indole), hydrochloride salt. As a reaction SMILES: [C:1]1([S:11]([N:14]2[C:22]3[C:17](=[C:18]([NH2:23])[CH:19]=[CH:20][CH:21]=3)[CH:16]=[CH:15]2)(=[O:13])=[O:12])[C:10]2[C:5](=[CH:6][CH:7]=[CH:8][CH:9]=2)[CH:4]=[CH:3][CH:2]=1.Cl.Cl[CH2:26][CH2:27][NH:28][CH2:29][CH2:30]Cl.C(N(C(C)C)CC)(C)C>ClC1C=CC=CC=1>[C:1]1([S:11]([N:14]2[C:22]3[C:17](=[C:18]([N:23]4[CH2:30][CH2:29][NH:28][CH2:27][CH2:26]4)[CH:19]=[CH:20][CH:21]=3)[CH:16]=[CH:15]2)(=[O:12])=[O:13])[C:10]2[C:5](=[CH:6][CH:7]=[CH:8][CH:9]=2)[CH:4]=[CH:3][CH:2]=1 |f:1.2|. Procedure: A mixture of 461 mg (1.43 mmole) 1-(naphthalene-1-sulfonyl)-1H-indol-4-ylamine, 255 mg (1.43 mmole) bis(2-chloroethyl)amine hydrochloride, and 0.5 mL diisopropylethylamine in 5 mL chlorobenzene was heated under reflux. After 4 hours, 0.25 mL diisopropylethylamine was added and heating under reflux was continued for 15 hours. The mixture was partitioned between 25 mL ethyl acetate and 10 mL 5% sodium hydroxide. The organic phase was washed with 5 mL saturated sodium chloride solution, dried (magn... The reactants are CC1=C(C=CC=C1)C1=C(C=CC=2CC(OC21)CO)Cl ((±)-[7-(2-methylphenyl)-6-chloro-2,3-dihydro-1-benzofuran-2-yl]methanol), C1(=CC=C(C=C1)S(=O)(=O)Cl)C (p-toluenesulfonyl chloride), Intermediate 10. Product: CC1=CC=C(C=C1)S(=O)(=O)OCC1OC2=C(C1)C=CC(=C2C2=C(C=CC=C2)C)Cl ((±)-[6-chloro-7-(2-methylphenyl)-2,3-dihydro-1-benzofuran-2-yl]methyl 4-methylbenzenesulfonate). Isolated yield 85.5%. RXN SMILES: [CH3:1][C:2]1[CH:7]=[CH:6][CH:5]=[CH:4][C:3]=1[C:8]1[C:16]2[O:15][CH:14]([CH2:17][OH:18])[CH2:13][C:12]=2[CH:11]=[CH:10][C:9]=1[Cl:19].[C:20]1([CH3:30])[CH:25]=[CH:24][C:23]([S:26](Cl)(=[O:28])=[O:27])=[CH:22][CH:21]=1>>[CH3:30][C:20]1[CH:25]=[CH:24][C:23]([S:26]([O:18][CH2:17][CH:14]2[CH2:13][C:12]3[CH:11]=[CH:10][C:9]([Cl:19])=[C:8]([C:3]4[CH:4]=[CH:5][CH:6]=[CH:7][C:2]=4[CH3:1])[C:16]=3[O:15]2)(=[O:28])=[O:27])=[CH:22][CH:21]=1. Procedure details: Treatment of 1-bromo-2-methylbenzene (5.0 g, 26.88 mmol) with (2-chloro-6-methyoxyphenyl)boronic acid (13.8 g, 80.6 mol) generally according to the procedure described for Intermediate 37 afforded 3.85 g (62%) of 6-chloro-2′-methylbiphenyl-2-yl methyl ether. Treatment of 6-chloro-2′-methylbiphenyl-2-yl methyl ether with hydrogen bromide (100 mL, 30 wt. % in acetic acid) generally according to the procedure described for Example 395 afforded brown oil. The oil was reacted with sodium hydride (0.6... Starting materials: C(C)OC(=O)C1(CN(CC1)CC1=CC=CC=C1)COC (1-benzyl-3-methoxymethylpyrrolidine-3-carboxylic acid ethyl ester), ice, [H-].[Al+3].[Li+].[H-].[H-].[H-] (lithium aluminum hydride). Solvent: O1CCCC1 (tetrahydrofuran), O1CCCC1 (tetrahydrofuran). Run at time 18 hour. Yields the product C(C1=CC=CC=C1)N1CC(CC1)(COC)CO ((1-Benzyl-3-methoxymethylpyrrolidin-3-yl)methanol). Yield: 87.5%. As a reaction SMILES: [CH2:1]([O:3][C:4]([C:6]1([CH2:18][O:19]C)[CH2:10][CH2:9][N:8]([CH2:11][C:12]2[CH:17]=[CH:16][CH:15]=[CH:14][CH:13]=2)[CH2:7]1)=O)C.[H-].[Al+3].[Li+].[H-].[H-].[H-]>O1CCCC1>[CH2:11]([N:8]1[CH2:9][CH2:10][C:6]([CH2:18][OH:19])([CH2:4][O:3][CH3:1])[CH2:7]1)[C:12]1[CH:13]=[CH:14][CH:15]=[CH:16][CH:17]=1 |f:1.2.3.4.5.6|. Procedure details: A solution of 1-benzyl-3-methoxymethylpyrrolidine-3-carboxylic acid ethyl ester (Example A18a, 2.30 g, 8.3 mmol) in anhydrous tetrahydrofuran (10 mL) is added dropwise to an ice-cold suspension of lithium aluminum hydride (0.821 g, 22 mmol) in tetrahydrofuran (50 mL). The resulting mixture is stirred at room temperature for 18 hours, cooled and quenched by the sequential dropwise addition of 1N sodium hydroxide and water. The solids are removed by filtration, re-suspended in hot tetrahydrofuran ... Starting materials: [NH4+].[Cl-] (NH4Cl), [Li+].[Cl-] (LiCl), solution, IC=1N=C(NC1I)[C@H]1N(C[C@H](C1)C)C(=O)OC(C)(C)C (tert-butyl (2S,4S)-2-(4,5-diiodo-1H-imidazol-2-yl)-4-methyl-pyrrolidine-1-carboxylate), C(C)(C)[Mg]Cl (isopropyl magnesium chloride), C[Mg]Cl (methyl magnesium chloride). Run in C1CCOC1 (THF), O (water), C1CCOC1 (THF), C1CCOC1 (THF). Conditions: time 5 minute. The product is IC=1N=C(NC1)[C@H]1N(C[C@H](C1)C)C(=O)OC(C)(C)C (tert-butyl (2S,4S)-2-(4-iodo-1H-imidazol-2-yl)-4-methyl-pyrrolidine-1-carboxylate). Isolated yield 84.7%. RXN SMILES: [Li+].[Cl-].[I:3][C:4]1[N:5]=[C:6]([C@@H:10]2[CH2:14][C@H:13]([CH3:15])[CH2:12][N:11]2[C:16]([O:18][C:19]([CH3:22])([CH3:21])[CH3:20])=[O:17])[NH:7][C:8]=1I.C[Mg]Cl.C([Mg]Cl)(C)C.[NH4+].[Cl-]>C1COCC1.O>[I:3][C:4]1[N:5]=[C:6]([C@@H:10]2[CH2:14][C@H:13]([CH3:15])[CH2:12][N:11]2[C:16]([O:18][C:19]([CH3:20])([CH3:22])[CH3:21])=[O:17])[NH:7][CH:8]=1 |f:0.1,5.6|. Procedure details: A solution of LiCl in THF (3.9 mL of a 0.5 M solution, 1.99 mmol) is added to tert-butyl (2S,4S)-2-(4,5-diiodo-1H-imidazol-2-yl)-4-methyl-pyrrolidine-1-carboxylate (1 g, 1.99 mmol). After stirring for 5 minutes at rt the reaction mixture is cooled down to −20° C. and a solution of methyl magnesium chloride in THF (946.7 μL of 2.1 M, 1.99 mmol) is added dropwise. After stirring for 20 minutes at −20° C., a solution of isopropyl magnesium chloride in THF (3.2 mL of 1.24 M, 3.97 mmol) is added drop... The reactants are C(C)(=O)OC1=CC=C(C(=O)N2NC=3N(CC2)N=C(C3C3=CC=NC=C3)C3=CC=C(C=C3)F)C=C1 (2-(4-acetoxybenzoyl)-7-(4-fluorophenyl)-8-(pyridin-4-yl)-1,2,3,4-tetrahydropyrazolo[5,1-c][1,2,4]triazine), C([O-])([O-])=O.[K+].[K+] (potassium carbonate), [Cl-].[NH4+] (ammonium chloride). Run in CO (methanol). Reaction conditions: time 30 minute. Yields the product FC1=CC=C(C=C1)C1=NN2C(NN(CC2)C(C2=CC=C(C=C2)O)=O)=C1C1=CC=NC=C1 (7-(4-fluorophenyl)-2-(4-hydroxybenzoyl)-8-(pyridin-4-yl)-1,2,3,4-tetrahydropyrazolo[5,1-c][1,2,4]triazine). Isolated yield 62.7%. Reaction SMILES: C([O:4][C:5]1[CH:34]=[CH:33][C:8]([C:9]([N:11]2[CH2:16][CH2:15][N:14]3[N:17]=[C:18]([C:26]4[CH:31]=[CH:30][C:29]([F:32])=[CH:28][CH:27]=4)[C:19]([C:20]4[CH:25]=[CH:24][N:23]=[CH:22][CH:21]=4)=[C:13]3[NH:12]2)=[O:10])=[CH:7][CH:6]=1)(=O)C.C(=O)([O-])[O-].[K+].[K+].[Cl-].[NH4+]>CO>[F:32][C:29]1[CH:30]=[CH:31][C:26]([C:18]2[C:19]([C:20]3[CH:21]=[CH:22][N:23]=[CH:24][CH:25]=3)=[C:13]3[NH:12][N:11]([C:9](=[O:10])[C:8]4[CH:7]=[CH:6][C:5]([OH:4])=[CH:34][CH:33]=4)[CH2:16][CH2:15][N:14]3[N:17]=2)=[CH:27][CH:28]=1 |f:1.2.3,4.5|. Procedure details: A mixture of 2-(4-acetoxybenzoyl)-7-(4-fluorophenyl)-8-(pyridin-4-yl)-1,2,3,4-tetrahydropyrazolo[5,1-c][1,2,4]triazine (65 mg, 0.142 mmol) and potassium carbonate (20 mg, 0.142 mmol) in methanol (1.3 ml) was stirred for 30 minutes at ambient temperature. The mixture was adjusted to pH 6 with an aqueous saturated ammonium chloride solution, and extracted with ethyl acetate. The organic phase was washed with water and brine, dried over sodium sulfate, and concentrated in vacuo. The residue was pur...